This data is from the Open Reaction Database (ORD), a public repository of structured organic reaction records. The task is: describe an organic reaction: reactants, conditions, products, and yield Starting materials: C1(=CC=CC=C1)C1=[N+](C(=CC=C1)C)[O-] (2-phenyl-6-methyl-pyridine-N-oxide), CC(=O)OC(=O)C (Ac2O). Yields the product C1(=CC=CC=C1)C1=NC(=CC=C1)COC(C)=O (2-phenyl-6-(acetoxymethyl)-pyridine). Isolated yield 70.0%. Reaction SMILES: [C:1]1([C:7]2[CH:12]=[CH:11][CH:10]=[C:9]([CH3:13])[N+:8]=2[O-])[CH:6]=[CH:5][CH:4]=[CH:3][CH:2]=1.[CH3:15][C:16]([O:18]C(C)=O)=[O:17]>>[C:1]1([C:7]2[CH:12]=[CH:11][CH:10]=[C:9]([CH2:13][O:18][C:16](=[O:17])[CH3:15])[N:8]=2)[CH:6]=[CH:5][CH:4]=[CH:3][CH:2]=1. Procedure details: A stirred solution of the crude 2-phenyl-6-methyl-pyridine-N-oxide (5.2 g, 28.5 mmol) in Ac2O (25 ml) was heated at reflux temperature for 2 hrs. The Ac2O was removed with the aid of an oil pump (10 mm) at 40° C. to yield a red oil which was purified by flash chromatography over silica gel with Et2O/petroleum benzine=1/1 as the eluent and yielded 2-phenyl-6-(acetoxymethyl)-pyridine (4.6 g, 70%) as an oil. Starting materials: C1(=CC=C(C=C1)C(=O)Cl)C1=CC=CC=C1 (biphenyl-4-carboxylic acid chloride), C(C=C)#N (acrylonitrile). Reaction conditions: time 2 hour. Yields the product C1(=CC=CC=C1)C1=CC=C(C=CC#N)C=C1 (4-Phenylcinnamonitrile). RXN SMILES: [C:1]1([C:10]2[CH:15]=[CH:14][CH:13]=[CH:12][CH:11]=2)[CH:6]=[CH:5][C:4]([C:7](Cl)=O)=[CH:3][CH:2]=1.[C:16](#[N:19])[CH:17]=C>>[C:10]1([C:1]2[CH:6]=[CH:5][C:4]([CH:7]=[CH:17][C:16]#[N:19])=[CH:3][CH:2]=2)[CH:15]=[CH:14][CH:13]=[CH:12][CH:11]=1. Procedure: This compound is prepared from 10.83 g (50 millimols) of biphenyl-4-carboxylic acid chloride and 3.31 g (62.5 millimols) of acrylonitrile, the mixture being stirredfor 2 hours at 120° C. The crude product is extracted, in a Soxhlet extractor, with 100 ml of n-hexane, and is recrystallised from methanol. 3.83 g (37% of theory) of yellow crystals, melting point 43.7° C., are obtained. Analysis for C15H11N: calculated C 87.77%, H 5.40%, N 6.82%; found C 87.64%, H 5.34%, N 6.76%.